This data is from the Open Reaction Database (ORD), a public repository of structured organic reaction records. The task is: describe an organic reaction: reactants, conditions, products, and yield RXN SMILES: [CH3:1][NH:2][CH2:3][CH2:4][C:5]1[CH:10]=[CH:9][C:8]([O:11][CH3:12])=[C:7]([O:13][CH3:14])[CH:6]=1.C(=O)([O-])[O-].[K+].[K+].Br[CH2:22][CH:23]([CH3:26])[CH2:24][Cl:25].O>CN(C)C=O>[CH3:1][N:2]([CH:24]([Cl:25])[CH:23]([CH3:26])[CH3:22])[CH2:3][CH2:4][C:5]1[CH:10]=[CH:9][C:8]([O:11][CH3:12])=[C:7]([O:13][CH3:14])[CH:6]=1 |f:1.2.3|. Isolated yield 40.0%. Solvent: CN(C=O)C (N,N-dimethylformamide). Reactants: O (water), C([O-])([O-])=O.[K+].[K+] (potassium carbonate), BrCC(CCl)C (1-bromo-3-chloro-2-methylpropane), CNCCC1=CC(=C(C=C1)OC)OC (N-methyl-(2-(3,4-dimethoxyphenyl)ethyl)amine). Reported procedure: 8.0 g of N-methyl-(2-(3,4-dimethoxyphenyl)ethyl)amine was dissolved in 120 ml of N,N-dimethylformamide, followed by the addition of 6.8 g of anhydrous potassium carbonate and 14.4 ml of 1-bromo-3-chloro-2-methylpropane. The obtained mixture was reacted at a room temperature for 12 hours, followed by the addition of water. The obtained mixture was extracted with ethyl acetate. The ethyl acetate phase was washed with water and a saturated aqueous solution of common salt, dried over anhydrous potas... Product: CN(CCC1=CC(=C(C=C1)OC)OC)C(C(C)C)Cl ((N-Methyl-N-(2-(3,4-dimethoxyphenyl)ethyl)amino)-2-methylpropyl chloride). The reactants are C(COCCOCC(=O)O)(=O)O (3,6-dioxaoctanedioic acid), CO (methanol), diacid, C([O-])(O)=O.[Na+] (sodium bicarbonate). Product: COC(COCCOCC(=O)OC)=O (3,6-Dioxaoctanedioic acid dimethylester). Reaction conditions: time 8 hour. RXN SMILES: [C:1]([OH:12])(=[O:11])[CH2:2][O:3][CH2:4][CH2:5][O:6][CH2:7][C:8]([OH:10])=O.[C:13](=O)(O)[O-].[Na+].[CH3:18][OH:19]>>[CH3:18][O:19][C:8](=[O:10])[CH2:7][O:6][CH2:5][CH2:4][O:3][CH2:2][C:1]([O:12][CH3:13])=[O:11] |f:1.2|. Procedure: Esterification of the crude 3,6-dioxaoctanedioic acid was accomplished as follows: To the reaction flask containing 36 g of the crude diacid, was added 110 ml of methanol. This was stirred for 3 days at room temperature after which 15 g of sodium bicarbonate was added and stirred overnight. The mixture was filtered to remove solids. To the liquor was added an additional 10 g of sodium bicarbonate; this mixture was stirred overnight. The mixture was again filtered; the liquor was fractionally dis...